From a dataset of the Open Reaction Database (ORD), a public repository of structured organic reaction records. describe an organic reaction: reactants, conditions, products, and yield Reactants: [F-].C(CCC)[N+](CCCC)(CCCC)CCCC (tetrabutylammonium fluoride), C(CC)OC1=CC=C2N(C=C(CCN)C2=C1)[Si](C(C)C)(C(C)C)C(C)C (5-propoxy-1-triisopropylsilanyltryptamine), FC(COC=1C=C(C=O)C=CC1)(C(F)F)F (3-(2,2,3,3-tetrafluoropropoxy)benzaldehyde), [BH4-].[Na+] (NaBH4). Run in C(Cl)(Cl)Cl (CHCl3), CO (MeOH), CCO (EtOH). Conditions: temperature 0 celsius. The product is C(CC)OC=1C=C2C(=CNC2=CC1)CCNCC1=CC(=CC=C1)OCC(C(F)F)(F)F (N-(2-(5-Propoxy-1H-indol-3-yl)ethyl)-3-(2,2,3,3-tetrafluoropropoxy)benzylamine). RXN SMILES: [CH2:1]([O:4][C:5]1[CH:16]=[C:15]2[C:8]([N:9]([Si](C(C)C)(C(C)C)C(C)C)[CH:10]=[C:11]2[CH2:12][CH2:13][NH2:14])=[CH:7][CH:6]=1)[CH2:2][CH3:3].[F:27][C:28]([F:42])([CH:39]([F:41])[F:40])[CH2:29][O:30][C:31]1[CH:32]=[C:33]([CH:36]=[CH:37][CH:38]=1)[CH:34]=O.[BH4-].[Na+].[F-].C([N+](CCCC)(CCCC)CCCC)CCC>CCO.C(Cl)(Cl)Cl.CO>[CH2:1]([O:4][C:5]1[CH:16]=[C:15]2[C:8](=[CH:7][CH:6]=1)[NH:9][CH:10]=[C:11]2[CH2:12][CH2:13][NH:14][CH2:34][C:33]1[CH:36]=[CH:37][CH:38]=[C:31]([O:30][CH2:29][C:28]([F:27])([F:42])[CH:39]([F:40])[F:41])[CH:32]=1)[CH2:2][CH3:3] |f:2.3,4.5|. Reported procedure: Combine 2-(5-propoxy-1-triisopropylsilanyltryptamine (138 mg, 0.37 mmol), 3-(2,2,3,3-tetrafluoropropoxy)benzaldehyde (87 mg, 1.8 mmol) and 1 g 3 Å molecular sieves in 25 mL EtOH and reflux overnight. Decant the liquid into a separate flask, cool to 0° C. and treat with 42 mg (1.1 mmol) NaBH4. Stir the reaction at ambient temperature for 1 hour, treat with 0.74 mmol of tetrabutylammonium fluoride and stir for an additional hour. Concentrate under vacuum to give a residue. Chromatograph the residu... Starting materials: Cc1nn(C(=O)OC(C)(C)C)c2ccc([N+](=O)[O-])cc12, CO, O=C[O-], [NH4+]. Yields the product Cc1nn(C(=O)OC(C)(C)C)c2ccc(N)cc12. As a reaction SMILES: [C:1]([CH3:2])([CH3:3])([CH3:4])[O:5][C:6](=[O:7])[n:8]1[n:9][c:10]([CH3:20])[c:11]2[cH:12][c:13]([N+:17]([O-:18])=[O:19])[cH:14][cH:15][c:16]12.[CH3:25][OH:26].[CH:21]([O-:22])=[O:23].[NH4+:24]>>[C:1]([CH3:2])([CH3:3])([CH3:4])[O:5][C:6](=[O:7])[n:8]1[n:9][c:10]([CH3:20])[c:11]2[cH:12][c:13]([NH2:17])[cH:14][cH:15][c:16]12. Reactants: C1(CCCCC1)C1=C(N(C2=CC(=CC=C12)C(=O)OC)CC1OCCO1)C1=C(C=C(C=C1)OC)C=O (methyl 3-cyclohexyl-1-(1,3-dioxolan-2-ylmethyl)-2-(2-formyl-4-methoxyphenyl)-1H-indole-6-carboxylate), C([O-])([O-])=O.[Na+].[Na+] (sodium carbonate), Cl.NO (hydroxylamine hydrochloride). The solvent is CCO (EtOH), CCO (EtOH). Yields the product C1(CCCCC1)C1=C(N(C2=CC(=CC=C12)C(=O)OC)CC1OCCO1)C1=C(C=CC=C1)C=NO (methyl 3-cyclohexyl-1-(1,3-dioxolan-2-ylmethyl)-2-{2-[(hydroxyimino)methyl]phenyl}-1H-indole-6-carboxylate). Isolated yield 95.0%. As a reaction SMILES: [CH:1]1([C:7]2[C:15]3[C:10](=[CH:11][C:12]([C:16]([O:18][CH3:19])=[O:17])=[CH:13][CH:14]=3)[N:9]([CH2:20][CH:21]3[O:25][CH2:24][CH2:23][O:22]3)[C:8]=2[C:26]2[CH:31]=[CH:30][C:29](OC)=[CH:28][C:27]=2[CH:34]=O)[CH2:6][CH2:5][CH2:4][CH2:3][CH2:2]1.C(=O)([O-])[O-].[Na+].[Na+].Cl.[NH2:43][OH:44]>CCO>[CH:1]1([C:7]2[C:15]3[C:10](=[CH:11][C:12]([C:16]([O:18][CH3:19])=[O:17])=[CH:13][CH:14]=3)[N:9]([CH2:20][CH:21]3[O:22][CH2:23][CH2:24][O:25]3)[C:8]=2[C:26]2[CH:31]=[CH:30][CH:29]=[CH:28][C:27]=2[CH:34]=[N:43][OH:44])[CH2:2][CH2:3][CH2:4][CH2:5][CH2:6]1 |f:1.2.3,4.5|. Procedure details: To a solution of methyl methyl 3-cyclohexyl-1-(1,3-dioxolan-2-ylmethyl)-2-(2-formylphenyl)-1H-indole-6-carboxylate (prepared in analogous fashion to Example 4, Step 2, using 2-formylphenylboronic acid) in EtOH (0.05 M), were added aqueous solutions of sodium carbonate (2M; 1.3 eq) followed by hydroxylamine hydrochloride (2M; 1.3 eq). The reaction was stirred at RT for 2 h, before the EtOH was reduced in vacuo and the residue partitioned between EtOAc and water. The aqueous fraction was extracted...